This data is from the Open Reaction Database (ORD), a public repository of structured organic reaction records. The task is: describe an organic reaction: reactants, conditions, products, and yield Starting materials: S(O)(O)(=O)=O (sulfuric acid), C(C1=CC=CC=C1)N1CCC(CC1)(C#N)NC1=CC=C(C=C1)F (1-benzyl-4-(4-fluoro-phenylamino)-piperidine-4-carbonitrile), [OH-].[Na+] (NaOH). The solvent is O (water). Conditions: time 16 hour. Yields the product C(C1=CC=CC=C1)N1CCC(CC1)(C(=O)N)NC1=CC=C(C=C1)F (1-Benzyl-4-(4-fluoro-phenylamino)-piperidine-4-carboxylic acid amide). Reaction SMILES: S(=O)(=O)(O)O.[CH2:6]([N:13]1[CH2:18][CH2:17][C:16]([NH:21][C:22]2[CH:27]=[CH:26][C:25]([F:28])=[CH:24][CH:23]=2)([C:19]#[N:20])[CH2:15][CH2:14]1)[C:7]1[CH:12]=[CH:11][CH:10]=[CH:9][CH:8]=1.[OH-:29].[Na+]>O>[CH2:6]([N:13]1[CH2:14][CH2:15][C:16]([NH:21][C:22]2[CH:23]=[CH:24][C:25]([F:28])=[CH:26][CH:27]=2)([C:19]([NH2:20])=[O:29])[CH2:17][CH2:18]1)[C:7]1[CH:8]=[CH:9][CH:10]=[CH:11][CH:12]=1 |f:2.3|. Procedure: To 500 ml 90% sulfuric acid were slowly added at 0° C. 152 g (493 mmol) 1-benzyl-4-(4-fluoro-phenylamino)-piperidine-4-carbonitrile. The mixture was stirred at ambient temperature for 16 h, then cooled to 0° C., diluted with 200 ml water, pH was adjusted to 9 by addition of 5N NaOH and the aqueous mixture extracted with dichloromethane. The combined organic extracts were washed with brine, dried over Na2SO4, filtered and evaporated: 155 g 1-benzyl-4-(4-fluoro-phenylamino)-piperidine-4-carboxylic... The yield is 100.5%. As a reaction SMILES: [C:1]([O:5][C:6]([N:8]1[CH2:13][CH2:12][N:11]([C:14]2[C:19]([CH3:20])=[CH:18][C:17](Br)=[CH:16][N:15]=2)[CH2:10][CH2:9]1)=[O:7])([CH3:4])([CH3:3])[CH3:2].P([O-])([O-])([O-])=O.[K+].[K+].[K+].[CH:30](/B(O)O)=[CH:31]/[CH3:32].C1(C)C=CC=CC=1>C1CCC(P(C2CCCCC2)C2CCCCC2)CC1.C1CCC(P(C2CCCCC2)C2CCCCC2)CC1.[Cl-].[Cl-].[Pd+2].O>[C:1]([O:5][C:6]([N:8]1[CH2:13][CH2:12][N:11]([C:14]2[C:19]([CH3:20])=[CH:18][C:17]([CH:30]=[CH:31][CH3:32])=[CH:16][N:15]=2)[CH2:10][CH2:9]1)=[O:7])([CH3:4])([CH3:3])[CH3:2] |f:1.2.3.4,7.8.9.10.11|. The solvent is O (water). The product is C(C)(C)(C)OC(=O)N1CCN(CC1)C1=NC=C(C=C1C)C=CC (4-[3-methyl-5-propenylpyridin-2-yl]piperazine-1-carboxylic acid tert-butyl ester). Reported procedure: To a mixture of 4-(5-bromo-3-methylpyridin-2-yl)piperazine-1-carboxylic acid tert-butyl ester (6.7 g), bis(tricyclohexylphosphine)palladium (II) dichloride (148 mg), tripotassium phosphate (13 g) and cis-1-propene-1-boronic acid (2.6 g) were added toluene (60 mL) and water (3 mL), and the mixture was refluxed for 8 hr. After cooling, the mixture was extracted with ethyl acetate. The organic layer was washed with saturated brine, and the solvent was evaporated. The residue was purified by column ... The reagents and catalysts are C1CCC(CC1)P(C2CCCCC2)C3CCCCC3.C1CCC(CC1)P(C2CCCCC2)C3CCCCC3.[Cl-].[Cl-].[Pd+2] (bis(tricyclohexylphosphine)palladium (II) dichloride). Starting materials: C1(=CC=CC=C1)C (toluene), C(C)(C)(C)OC(=O)N1CCN(CC1)C1=NC=C(C=C1C)Br (4-(5-bromo-3-methylpyridin-2-yl)piperazine-1-carboxylic acid tert-butyl ester), P(=O)([O-])([O-])[O-].[K+].[K+].[K+] (tripotassium phosphate), C(=C/C)/B(O)O (cis-1-propene-1-boronic acid). Reactants: C(C)OC(C(C)(C)N1CC(C1)(F)C=1N(C2=NC(=NC(=C2N1)N1CCOCC1)N1C(=NC2=C1C=CC=C2)CC)C)=O (2-{3-[2-(2-ethylbenzoimidazol-1-yl)-9-methyl-6-morpholin-4-yl-9H-purin-8-yl]-3-fluoroazetidin-1-yl}-2-methylpropionic acid ethyl ester), [BH4-].[Na+] (NaBH4), [BH4-].[Na+] (NaBH4). Solvent: IMS. Conditions: time 3 hour. The product is C(C)C1=NC2=C(N1C1=NC(=C3N=C(N(C3=N1)C)C1(CN(C1)C(CO)(C)C)F)N1CCOCC1)C=CC=C2 (2-(3-(2-(2-ethyl-1H-benzo[d]imidazol-1-yl)-9-methyl-6-morpholino-9H-purin-8-yl)-3-fluoroazetidin-1-yl)-2-methylpropan-1-ol). Yield: 56.2%. As a reaction SMILES: C([O:3][C:4](=O)[C:5]([N:8]1[CH2:11][C:10]([C:13]2[N:14]([CH3:39])[C:15]3[C:20]([N:21]=2)=[C:19]([N:22]2[CH2:27][CH2:26][O:25][CH2:24][CH2:23]2)[N:18]=[C:17]([N:28]2[C:32]4[CH:33]=[CH:34][CH:35]=[CH:36][C:31]=4[N:30]=[C:29]2[CH2:37][CH3:38])[N:16]=3)([F:12])[CH2:9]1)([CH3:7])[CH3:6])C.[BH4-].[Na+]>>[CH2:37]([C:29]1[N:28]([C:17]2[N:16]=[C:15]3[C:20]([N:21]=[C:13]([C:10]4([F:12])[CH2:9][N:8]([C:5]([CH3:7])([CH3:6])[CH2:4][OH:3])[CH2:11]4)[N:14]3[CH3:39])=[C:19]([N:22]3[CH2:27][CH2:26][O:25][CH2:24][CH2:23]3)[N:18]=2)[C:32]2[CH:33]=[CH:34][CH:35]=[CH:36][C:31]=2[N:30]=1)[CH3:38] |f:1.2|. Procedure: To a solution of 2-{3-[2-(2-ethylbenzoimidazol-1-yl)-9-methyl-6-morpholin-4-yl-9H-purin-8-yl]-3-fluoroazetidin-1-yl}-2-methylpropionic acid ethyl ester (40 mg, 0.07 mmol) in IMS (4 mL) was added NaBH4 (28 mg, 0.73 mmol) and the resulting mixture stirred at r.t for 3 h. Further NaBH4 (28 mg, 0.73 mmol) was added and the mixture stirred for a further 18 h. The reaction mixture was quenched with H2O, extracted with EtOAc and the organic phase dried (Na2SO4) and concentrated in vacuo. The resulting ... Starting materials: NCCOc1ccc(C(=O)c2ccccc2)cc1, O=C([O-])[O-], CCSC(=O)Cl, CC(C)=O, [K+], [K+]. Yields the product CCSC(=O)NCCOc1ccc(C(=O)c2ccccc2)cc1. Reaction SMILES: [C:1]([c:2]1[cH:3][cH:4][cH:5][cH:6][cH:7]1)(=[O:8])[c:9]1[cH:10][cH:11][c:12]([O:13][CH2:14][CH2:15][NH2:16])[cH:17][cH:18]1.[C:25](=[O:26])([O-:27])[O-:28].[CH2:19]([CH3:20])[S:21][C:22](=[O:23])[Cl:24].[CH3:31][C:32](=[O:33])[CH3:34].[K+:29].[K+:30]>>[C:1]([c:2]1[cH:3][cH:4][cH:5][cH:6][cH:7]1)(=[O:8])[c:9]1[cH:10][cH:11][c:12]([O:13][CH2:14][CH2:15][NH:16][C:22]([S:21][CH2:19][CH3:20])=[O:23])[cH:17][cH:18]1. The yield is 99.0%. The solvent is C=1(C(=CC=CC1)C)C (xylene), C=1(C(=CC=CC1)C)C (xylene). Conditions: temperature 200 celsius, time 3 hour. As a reaction SMILES: [CH3:1][CH:2]1[C:11](=[O:12])O[C:8](=[O:9])[CH:3]1[CH2:4][CH:5]=[CH:6][CH3:7].C1(CN)C=CC=C(C[NH2:20])C=1>C1(C)C(C)=CC=CC=1>[CH3:1][CH:2]1[C:11](=[O:12])[NH:20][C:8](=[O:9])[CH:3]1[CH2:4][CH:5]=[CH:6][CH3:7]. Procedure details: To a 1000 ml flask replaced with nitrogen 257.4 g (1.26 mol) of allyl-bicyclo 2.2.1!hept-5-ene-2,3-dicarboxylic acid anhydride and 300 ml of xylene were charged. To the mixture was added 81.4 g (0.60 mol) of m-xylylenediamine over 1.5 hours with heating and stirring while refluxing xylene. The reaction was continued for 3 hours while separating and removing water produced by the reaction by a water separator, and then the solvent, xylene, was removed by distillation. Thereafter, the content of t... The product is allyl-bicyclo, CC1C(CC=CC)C(NC1=O)=O (hept-5-ene-2,3-dicarboximide). Starting materials: CC1C(CC=CC)C(=O)OC1=O (hept-5-ene-2,3-dicarboxylic acid anhydride), C1(=CC(=CC=C1)CN)CN (m-xylylenediamine). The reactants are CC(C)(OC(=O)N[C@@H]1CN(CC1)C(=O)OCC1=CC=CC=C1)C ((S)-3-[[(1,1-dimethylethoxy)carbonyl]amino]-1-pyrrolidinecarboxylic acid, phenylmethyl ester), [H][H] (hydrogen). The reagents and catalysts are [Pd] (palladium on carbon). The solvent is CO (methanol). Product: CC(C)(OC(=O)N[C@@H]1CNCC1)C ((S)-3-[[(1,1-Dimethylethoxy)carbonyl]amino]pyrrolidine). Isolated yield 98.2%. RXN SMILES: [CH3:1][C:2]([CH3:23])([O:4][C:5]([NH:7][C@H:8]1[CH2:12][CH2:11][N:10](C(OCC2C=CC=CC=2)=O)[CH2:9]1)=[O:6])[CH3:3].[H][H]>CO.[Pd]>[CH3:3][C:2]([CH3:23])([O:4][C:5]([NH:7][C@H:8]1[CH2:12][CH2:11][NH:10][CH2:9]1)=[O:6])[CH3:1]. Reported procedure: A solution of 17.7 g (55.2 mmol) of (S)-3-[[(1,1-dimethylethoxy)carbonyl]amino]-1-pyrrolidinecarboxylic acid, phenylmethyl ester, in 400 ml of methanol was treated with 2.0 g of 20% palladium on carbon and shaken in an atmosphere of hydrogen at temperatures of 22°-26.5° and pressures of 45-50.5 psi for one hour. The solvent was removed in vacuo to give 10.1 g of the title compound. The reactants are FC=1C=C2CCNC2=CC1 (5-fluoro-indoline), ClC1=NC=NC2=CC(=C(C=C12)OC)OC (4-chloro-6,7-dimethoxy-quinazoline). The solvent is CC(C)O (i-PrOH). Product: FC=1C=C2CCN(C2=CC1)C1=NC=NC2=CC(=C(C=C12)OC)OC (4-(5-Fluoro-2,3-dihydro-indol-1-yl)-6,7-dimethoxy-quinazoline). Yield: 81.0%. RXN SMILES: [F:1][C:2]1[CH:3]=[C:4]2[C:8](=[CH:9][CH:10]=1)[NH:7][CH2:6][CH2:5]2.Cl[C:12]1[C:21]2[C:16](=[CH:17][C:18]([O:24][CH3:25])=[C:19]([O:22][CH3:23])[CH:20]=2)[N:15]=[CH:14][N:13]=1>CC(O)C>[F:1][C:2]1[CH:3]=[C:4]2[C:8](=[CH:9][CH:10]=1)[N:7]([C:12]1[C:21]3[C:16](=[CH:17][C:18]([O:24][CH3:25])=[C:19]([O:22][CH3:23])[CH:20]=3)[N:15]=[CH:14][N:13]=1)[CH2:6][CH2:5]2. Reported procedure: Utilizing a procedure analogous to that described in Example 1, this product was prepared in 81% yield from 5-fluoro-indoline (1.1 eq.) and 4-chloro-6,7-dimethoxy-quinazoline (1.0 eq)in i-PrOH. (M.P. 190°-191° C.; LC-MS: 326 (MH+); anal. RP18-HPLC RT: 4.40 min.). Starting materials: CCOC(=O)c1csc2cc(O)ccc12, CN1CCCC1=O, CCCCCC(=O)OCc1cc(Cl)ncn1, [K+], [K+], [K+], O, O=P([O-])([O-])[O-]. RXN SMILES: [CH2:17]([CH3:18])[O:19][C:20](=[O:21])[c:22]1[c:23]2[c:24]([s:25][cH:26]1)[cH:27][c:28]([OH:31])[cH:29][cH:30]2.[CH3:40][N:41]1[CH2:42][CH2:43][CH2:44][C:45]1=[O:46].[Cl:1][c:2]1[cH:3][c:4]([CH2:8][O:9][C:10]([CH2:11][CH2:12][CH2:13][CH2:14][CH3:15])=[O:16])[n:5][cH:6][n:7]1.[K+:37].[K+:38].[K+:39].[OH2:47].[P:32]([O-:33])([O-:34])([O-:35])=[O:36]>>[c:2]1([O:31][c:28]2[cH:27][c:24]3[c:23]([c:22]([C:20]([O:19][CH2:17][CH3:18])=[O:21])[cH:26][s:25]3)[cH:30][cH:29]2)[cH:3][c:4]([CH2:8][O:9][C:10]([CH2:11][CH2:12][CH2:13][CH2:14][CH3:15])=[O:16])[n:5][cH:6][n:7]1. The product is CCCCCC(=O)OCc1cc(Oc2ccc3c(C(=O)OCC)csc3c2)ncn1.